The task is: describe an organic reaction: reactants, conditions, products, and yield. This data is from the Open Reaction Database (ORD), a public repository of structured organic reaction records. Starting materials: BrCCOC1=C(C=C(C=C1)NC(COC1=C(C=C(C=C1)C(F)(F)F)Cl)=O)Cl (N-[4-(2-bromo-ethoxy)-3-chloro-phenyl]-2-(2-chloro-4-trifluoromethyl-phenoxy)-acetamide), N1CC=CC1 (2,5-dihydro-1H-pyrrole), 3h. Solvent: CCN(C(C)C)C(C)C (Hünig base). Product: ClC=1C=C(C=CC1OCCN1CC=CC1)NC(COC1=C(C=C(C=C1)C(F)(F)F)Cl)=O (N-{3-chloro-4-[2-(2,5-dihydro-pyrrol-1-yl)-ethoxy]-phenyl}-2-(2-chloro-4-trifluoromethyl-phenoxy)-acetamide). As a reaction SMILES: Br[CH2:2][CH2:3][O:4][C:5]1[CH:10]=[CH:9][C:8]([NH:11][C:12](=[O:26])[CH2:13][O:14][C:15]2[CH:20]=[CH:19][C:18]([C:21]([F:24])([F:23])[F:22])=[CH:17][C:16]=2[Cl:25])=[CH:7][C:6]=1[Cl:27].[NH:28]1[CH2:32][CH:31]=[CH:30][CH2:29]1>CCN(C(C)C)C(C)C>[Cl:27][C:6]1[CH:7]=[C:8]([NH:11][C:12](=[O:26])[CH2:13][O:14][C:15]2[CH:20]=[CH:19][C:18]([C:21]([F:24])([F:23])[F:22])=[CH:17][C:16]=2[Cl:25])[CH:9]=[CH:10][C:5]=1[O:4][CH2:3][CH2:2][N:28]1[CH2:32][CH:31]=[CH:30][CH2:29]1. Reported procedure: A solution of 0.145 g (0.300 mmol) of N-[4-(2-bromo-ethoxy)-3-chloro-phenyl]-2-(2-chloro-4-trifluoromethyl-phenoxy)-acetamide (Z28b) and 30.6 μL (0.400 mmol) 2,5-dihydro-1H-pyrrole in 2 mL Hünig base was stirred for 3h at 80° C. and then evaporated down i. vac. Column chromatography (Alox, neutral, act. II-III, gradient dichloromethane/MeOH 20:0→19:1) yielded the product. RXN SMILES: [CH2:1]([CH3:2])[n:3]1[n:4][cH:5][c:6]2[c:7]1[n:8][c:9]([CH2:48][CH3:49])[c:10]([CH2:19][NH:20][C:21](=[O:22])[c:23]1[cH:24][c:25]([C:29](=[O:30])[NH:31][CH2:32][c:33]3[cH:34][c:35](-[c:40]4[cH:41][c:42]([CH:46]=[O:47])[cH:43][cH:44][cH:45]4)[c:36]([F:39])[cH:37][cH:38]3)[cH:26][cH:27][cH:28]1)[c:11]2[NH:12][CH:13]1[CH2:14][CH2:15][O:16][CH2:17][CH2:18]1.[Cl:58][CH2:59][Cl:60].[NH:50]1[CH2:51][CH2:52][CH:53]([C:56]#[N:57])[CH2:54][CH2:55]1>>[CH2:1]([CH3:2])[n:3]1[n:4][cH:5][c:6]2[c:7]1[n:8][c:9]([CH2:48][CH3:49])[c:10]([CH2:19][NH:20][C:21](=[O:22])[c:23]1[cH:24][c:25]([C:29](=[O:30])[NH:31][CH2:32][c:33]3[cH:34][c:35](-[c:40]4[cH:41][c:42]([CH2:46][N:50]5[CH2:51][CH2:52][CH:53]([C:56]#[N:57])[CH2:54][CH2:55]5)[cH:43][cH:44][cH:45]4)[c:36]([F:39])[cH:37][cH:38]3)[cH:26][cH:27][cH:28]1)[c:11]2[NH:12][CH:13]1[CH2:14][CH2:15][O:16][CH2:17][CH2:18]1. Reactants: CCc1nc2c(cnn2CC)c(NC2CCOCC2)c1CNC(=O)c1cccc(C(=O)NCc2ccc(F)c(-c3cccc(C=O)c3)c2)c1, ClCCl, N#CC1CCNCC1. Yields the product CCc1nc2c(cnn2CC)c(NC2CCOCC2)c1CNC(=O)c1cccc(C(=O)NCc2ccc(F)c(-c3cccc(CN4CCC(C#N)CC4)c3)c2)c1. Starting materials: OC1=C(C=C(C=C1CN(CC)CC)C(C)(C)CC(C)(C)C)N1N=C2C(=N1)C=CC=C2 (2-(2-Hydroxy-3-diethylaminomethyl-5-tert-octylphenyl)-2H-benzotriazole), OC1=C(C(=O)C2=CC=CC=C2)C=CC(=C1)OC (2-hydroxy-4-methoxybenzophenone). Product: N=1N(N=C2C1C=CC=C2)C2=C(C(=CC(=C2)C(C)(C)CC(C)(C)C)CC2=C(C(=CC=C2OC)C(C2=CC=CC=C2)=O)O)O (2-(Benzotriazol-2-yl)-4-tert-octyl-6-(2-hydroxyl-3-benzoyl-6-methoxybenzyl)phenol), solid. RXN SMILES: [OH:1][C:2]1[C:7]([CH2:8]N(CC)CC)=[CH:6][C:5]([C:14]([CH2:17][C:18]([CH3:21])([CH3:20])[CH3:19])([CH3:16])[CH3:15])=[CH:4][C:3]=1[N:22]1[N:26]=[C:25]2[CH:27]=[CH:28][CH:29]=[CH:30][C:24]2=[N:23]1.[OH:31][C:32]1[CH:45]=[C:44]([O:46][CH3:47])[CH:43]=[CH:42][C:33]=1[C:34]([C:36]1[CH:41]=[CH:40][CH:39]=[CH:38][CH:37]=1)=[O:35]>>[N:23]1[N:22]([C:3]2[CH:4]=[C:5]([C:14]([CH2:17][C:18]([CH3:21])([CH3:20])[CH3:19])([CH3:15])[CH3:16])[CH:6]=[C:7]([CH2:8][C:45]3[C:44]([O:46][CH3:47])=[CH:43][CH:42]=[C:33]([C:34](=[O:35])[C:36]4[CH:41]=[CH:40][CH:39]=[CH:38][CH:37]=4)[C:32]=3[OH:31])[C:2]=2[OH:1])[N:26]=[C:25]2[CH:27]=[CH:28][CH:29]=[CH:30][C:24]=12. Procedure: Following the general procedure of Example 5 using the Mannich intermediate of Example 2 and 2-hydroxy-4-methoxybenzophenone, the title compound is obtained as a yellow crystalline solid melting at 137°-139° C. Reactants: C([C@H](O)[C@@H](O)C(=O)O)(=O)O.C(=O)NC=1C=C(C=CC1O)[C@H](CNCC1=CC(=C(C=C1C)NC(=O)CCN1CCC(CC1)OC(NC1=C(C=CC=C1)C1=CC=CC=C1)=O)C)O (biphenyl-2-ylcarbamic acid 1-[2-(4-{[(R)-2-(3-formylamino-4-hydroxyphenyl)-2-hydroxyethylamino]methyl}-2,5-dimethylphenylcarbamoyl)ethyl]piperidin-4-yl ester L-tartaric acid salt), CO (methanol), C([O-])(O)=O.[Na+] (sodium bicarbonate). The solvent is O (water). Reaction conditions: time 15 minute. Product: C(=O)NC=1C=C(C=CC1O)[C@H](CNCC1=CC(=C(C=C1C)NC(=O)CCN1CCC(CC1)OC(NC1=C(C=CC=C1)C1=CC=CC=C1)=O)C)O (biphenyl-2-ylcarbamic acid 1-[2-(4-{[(R)-2-(3-formylamino-4-hydroxyphenyl)-2-hydroxyethylamino]methyl}-2,5-dimethylphenylcarbamoyl)-ethyl]piperidin-4-yl ester). The yield is 80.2%. Reaction SMILES: C(O)(=O)[C@@H]([C@H](C(O)=O)O)O.[CH:11]([NH:13][C:14]1[CH:15]=[C:16]([C@@H:21]([OH:60])[CH2:22][NH:23][CH2:24][C:25]2[C:30]([CH3:31])=[CH:29][C:28]([NH:32][C:33]([CH2:35][CH2:36][N:37]3[CH2:42][CH2:41][CH:40]([O:43][C:44](=[O:58])[NH:45][C:46]4[CH:51]=[CH:50][CH:49]=[CH:48][C:47]=4[C:52]4[CH:57]=[CH:56][CH:55]=[CH:54][CH:53]=4)[CH2:39][CH2:38]3)=[O:34])=[C:27]([CH3:59])[CH:26]=2)[CH:17]=[CH:18][C:19]=1[OH:20])=[O:12].CO.C(=O)(O)[O-].[Na+]>O>[CH:11]([NH:13][C:14]1[CH:15]=[C:16]([C@@H:21]([OH:60])[CH2:22][NH:23][CH2:24][C:25]2[C:30]([CH3:31])=[CH:29][C:28]([NH:32][C:33]([CH2:35][CH2:36][N:37]3[CH2:42][CH2:41][CH:40]([O:43][C:44](=[O:58])[NH:45][C:46]4[CH:51]=[CH:50][CH:49]=[CH:48][C:47]=4[C:52]4[CH:57]=[CH:56][CH:55]=[CH:54][CH:53]=4)[CH2:39][CH2:38]3)=[O:34])=[C:27]([CH3:59])[CH:26]=2)[CH:17]=[CH:18][C:19]=1[OH:20])=[O:12] |f:0.1,3.4|. Reported procedure: To a 250 mL round-bottom flask was added biphenyl-2-ylcarbamic acid 1-[2-(4-{[(R)-2-(3-formylamino-4-hydroxyphenyl)-2-hydroxyethylamino]methyl}-2,5-dimethylphenylcarbamoyl)ethyl]piperidin-4-yl ester L-tartaric acid salt (3.5 g) and methanol (35 mL) and the resulting mixture was stirred for 15 min. A 1:1 mixture of saturated aqueous sodium bicarbonate and water (70 mL) was added over a 5 min. period and stirring was continued for 2 hours. The resulting off-white slurry was filtered and the filter... Starting materials: C1(=CC=CC=C1)S(=O)(=O)CC1=CC=C(C(=C1C(=O)O)OC)Br (6-(Benzenesulphonylmethyl)-3-bromo-2-methoxybenzoic acid), O1C(=CC=C1)B(O)O (2-furylboronic acid), tri-tert-butylphosphinium tetrafluoroborate, C([O-])([O-])=O.[Cs+].[Cs+] (cesium carbonate). Reagents/catalysts: C=1C=CC(=CC1)/C=C/C(=O)/C=C/C2=CC=CC=C2.C=1C=CC(=CC1)/C=C/C(=O)/C=C/C2=CC=CC=C2.C=1C=CC(=CC1)/C=C/C(=O)/C=C/C2=CC=CC=C2.[Pd].[Pd] (tris-(dibenzylideneacetone)dipalladium). Run in O1CCOCC1 (dioxane), O (water), COC(C)(C)C (t-butyl methyl ether). Reaction conditions: temperature 80 celsius. Yields the product C1(=CC=CC=C1)S(=O)(=O)CC1=CC=C(C(=C1C(=O)O)OC)C=1OC=CC1 (6-(benzenesulphonylmethyl)-3-(furan-2-yl)-2-methoxybenzoic acid). Yield: 33.1%. As a reaction SMILES: [C:1]1([S:7]([CH2:10][C:11]2[C:16]([C:17]([OH:19])=[O:18])=[C:15]([O:20][CH3:21])[C:14](Br)=[CH:13][CH:12]=2)(=[O:9])=[O:8])[CH:6]=[CH:5][CH:4]=[CH:3][CH:2]=1.[O:23]1[CH:27]=[CH:26][CH:25]=[C:24]1B(O)O.C(=O)([O-])[O-].[Cs+].[Cs+]>O1CCOCC1.O.COC(C)(C)C.C1C=CC(/C=C/C(/C=C/C2C=CC=CC=2)=O)=CC=1.C1C=CC(/C=C/C(/C=C/C2C=CC=CC=2)=O)=CC=1.C1C=CC(/C=C/C(/C=C/C2C=CC=CC=2)=O)=CC=1.[Pd].[Pd]>[C:1]1([S:7]([CH2:10][C:11]2[C:16]([C:17]([OH:19])=[O:18])=[C:15]([O:20][CH3:21])[C:14]([C:24]3[O:23][CH:27]=[CH:26][CH:25]=3)=[CH:13][CH:12]=2)(=[O:9])=[O:8])[CH:6]=[CH:5][CH:4]=[CH:3][CH:2]=1 |f:2.3.4,8.9.10.11.12|. Reported procedure: A mixture of 6-(benzenesulphonylmethyl)-3-bromo-2-methoxybenzoic acid (Example 7, 0.1 g), 2-furylboronic acid (0.031 g), tri-tert-butylphosphinium tetrafluoroborate (0.0074 g), cesium carbonate (0.253 g) and tris-(dibenzylideneacetone)dipalladium (0.012 g) in dioxane (3 ml) and water (0.4 ml) was sealed in a vial under nitrogen and heated at 80° C. for 2 hours. After cooling, the mixture was diluted with t-butyl methyl ether, dried (MgSO4) and filtered. The filtrate was evaporated to dryness and... The reactants are CO, Cc1cc2cc(C#N)ccc2o1, ClC(Cl)Cl, O=S(=O)(Cl)Cl. The product is Cc1oc2ccc(C#N)cc2c1Cl. Reaction SMILES: [CH3:18][OH:19].[CH3:1][c:2]1[o:3][c:4]2[c:5]([cH:6]1)[cH:7][c:8]([C:11]#[N:12])[cH:9][cH:10]2.[CH:20]([Cl:21])([Cl:22])[Cl:23].[S:13]([Cl:14])(=[O:15])([Cl:16])=[O:17]>>[CH3:1][c:2]1[o:3][c:4]2[c:5]([c:6]1[Cl:16])[cH:7][c:8]([C:11]#[N:12])[cH:9][cH:10]2. The reactants are N (Ammonia), solution, ClC(=O)OCC (Ethyl chloroformate), COC(=O)[C@@H]1CC[C@H](CC1)C1=CC=C(C=C1)C1=C(N=CC(=N1)C(=O)O)C (6-{4-[trans-4-(methoxycarbonyl)cyclohexyl]phenyl}-5-methylpyrazine-2-carboxylic acid), COC(=O)[C@@H]1CC[C@H](CC1)C1=CC=C(C=C1)C1=C(N=CC(=N1)C(=O)O)C (6-{4-[trans-4-(methoxycarbonyl)cyclohexyl]phenyl}-5-methylpyrazine-2-carboxylic acid), CN1CCOCC1 (N-methylmorpholine). Run in CO (MeOH), C(Cl)Cl (DCM). The product is NC(=O)C1=CN=C(C(=N1)C1=CC=C(C=C1)[C@@H]1CC[C@H](CC1)C(=O)OC)C (Methyl trans-4-{4-[6-(aminocarbonyl)-3-methylpyrazin-2-yl]phenyl}-cyclohexanecarboxylate). Yield: 30.2%. RXN SMILES: ClC(OCC)=O.[CH3:7][O:8][C:9]([C@H:11]1[CH2:16][CH2:15][C@H:14]([C:17]2[CH:22]=[CH:21][C:20]([C:23]3[N:28]=[C:27]([C:29](O)=[O:30])[CH:26]=[N:25][C:24]=3[CH3:32])=[CH:19][CH:18]=2)[CH2:13][CH2:12]1)=[O:10].C[N:34]1CCOCC1.N>C(Cl)Cl.CO>[NH2:34][C:29]([C:27]1[N:28]=[C:23]([C:20]2[CH:21]=[CH:22][C:17]([C@H:14]3[CH2:13][CH2:12][C@H:11]([C:9]([O:8][CH3:7])=[O:10])[CH2:16][CH2:15]3)=[CH:18][CH:19]=2)[C:24]([CH3:32])=[N:25][CH:26]=1)=[O:30]. Procedure: Ethyl chloroformate (245 μl, 2.54 mmol) was added dropwise to a stirred solution of 6-{4-[trans-4-(methoxycarbonyl)cyclohexyl]phenyl}-5-methylpyrazine-2-carboxylic acid (Intermediate 65-1, 751 mg, 2.12 mmol) and N-methylmorpholine (350 μl, 3.18 mmol) in DCM (20 mL) at 0° C. Ammonia (5 mL of a 7M solution in MeOH) was added. The reaction mixture was allowed to warm up over 1 h then was concentrated and the residue was purified by chromatography eluting with 0-10% MeOH/DCM to give the title compou... Yields the product OC=1C=CC2=C(SC(=C2C(C2=CC=C(C=C2)OCCN2CCCCC2)=O)C2=CC=C(C=C2)O)C1 (6-hydroxy-2-(4-hyroxyphenyl)-3-[4-(2-piperidinoethoxy)benzoyl]benzo[b]thiophene). Solvent: O (water). Procedure: The crude product of Example 2 above, 6-benzoyloxy-2-(4-benzoyloxyphenyl)-3-[4-(2-piperidinoethoxy)benzoyl]benzo[b]thiophene, hydrochloride, was combined with 400 ml. of ethanol, 400 ml. of water and 55 ml. of methanesulfonic acid. The mixture was stirred on the steam bath for 72 hours, and was then evaporated down to an oil which was diluted to about 6 liters with water. The aqueous solution was washed twice with 1 liter portions of diethyl ether, and was then thoroughly degassed under vacuum, ... As a reaction SMILES: Cl.C([O:10][C:11]1[CH:12]=[CH:13][C:14]2[C:18]([C:19](=[O:35])[C:20]3[CH:25]=[CH:24][C:23]([O:26][CH2:27][CH2:28][N:29]4[CH2:34][CH2:33][CH2:32][CH2:31][CH2:30]4)=[CH:22][CH:21]=3)=[C:17]([C:36]3[CH:41]=[CH:40][C:39]([O:42]C(=O)C4C=CC=CC=4)=[CH:38][CH:37]=3)[S:16][C:15]=2[CH:51]=1)(=O)C1C=CC=CC=1.C(O)C.CS(O)(=O)=O>O>[OH:10][C:11]1[CH:12]=[CH:13][C:14]2[C:18]([C:19](=[O:35])[C:20]3[CH:21]=[CH:22][C:23]([O:26][CH2:27][CH2:28][N:29]4[CH2:30][CH2:31][CH2:32][CH2:33][CH2:34]4)=[CH:24][CH:25]=3)=[C:17]([C:36]3[CH:37]=[CH:38][C:39]([OH:42])=[CH:40][CH:41]=3)[S:16][C:15]=2[CH:51]=1 |f:0.1|. Reaction conditions: temperature 20 celsius, time 72 hour. Starting materials: crude product, CS(=O)(=O)O (methanesulfonic acid), product, Cl.C(C1=CC=CC=C1)(=O)OC=1C=CC2=C(SC(=C2C(C2=CC=C(C=C2)OCCN2CCCCC2)=O)C2=CC=C(C=C2)OC(C2=CC=CC=C2)=O)C1 (6-benzoyloxy-2-(4-benzoyloxyphenyl)-3-[4-(2-piperidinoethoxy)benzoyl]benzo[b]thiophene, hydrochloride), C(C)O (ethanol). Reactants: C(C)(C)(C)N (tert-butylamine), ClC1=NC(=C(N=C1Cl)C#N)C#N (2,3-dichloro-5,6-dicyanopyrazine), O (water). The solvent is O1CCCC1 (tetrahydrofuran), O1CCCC1 (tetrahydrofuran). Conditions: time 2 hour. The product is ClC1=NC(=C(N=C1NC(C)(C)C)C#N)C#N (2-chloro-3-tert-butylamino-5,6-dicyanopyrazine). Yield: 76.4%. RXN SMILES: Cl[C:2]1[C:7]([Cl:8])=[N:6][C:5]([C:9]#[N:10])=[C:4]([C:11]#[N:12])[N:3]=1.[C:13]([NH2:17])([CH3:16])([CH3:15])[CH3:14].O>O1CCCC1>[Cl:8][C:7]1[C:2]([NH:17][C:13]([CH3:16])([CH3:15])[CH3:14])=[N:3][C:4]([C:11]#[N:12])=[C:5]([C:9]#[N:10])[N:6]=1. Procedure details: 5.0 g (0.025 mol) of 2,3-dichloro-5,6-dicyanopyrazine was dissolved in 50 ml of dry tetrahydrofuran, and 25 ml of a dry tetrahydrofuran solution containing 3.7 g (0.050 mol) of tert-butylamine was dropwise added thereto at a temperature of from -15°to 0° C. After completion of the dropwise addition, the mixture was stirred for 2 hours, and the reaction solution was poured into 500 ml of water. The precipitated solid was collected by filtration and recrystallized from toluene to obtain 4.5 g of s... Starting materials: C=1C=CN2C1C(C1=C(CC2)C=CC=C1)=O (5,6-dihydro-benzo[d]pyrrolo[1,2-a]azepin-11-one), CC1C(N(CCC1)C)(C)C (tetramethylpiperidine), [Li]C(B([O-])[O-])[Si](C)(C)C (lithio(trimethylsilyl)methaneboronate), CN(C)CCN(C)C (TMEDA). Run in C1CCOC1 (THF), C1CCOC1 (THF). Conditions: time 3.5 hour. Product: CC1(OB(OC1(C)C)\C=C\1/C=2N(CCC3=C1C=CC=C3)C=CC2)C (Z-11-(4,4,5,5-Tetramethyl-[1,3,2]dioxaborolan-2-ylmethylene)-6,11-dihydro-5H-benzo[d]pyrrolo[1,2-a]azepine). RXN SMILES: [CH:1]1[CH:2]=[CH:3][N:4]2[CH2:10][CH2:9][C:8]3[CH:11]=[CH:12][CH:13]=[CH:14][C:7]=3[C:6](=O)[C:5]=12.[Li][CH:17]([Si](C)(C)C)[B:18]([O-:20])[O-:19].CN(CCN(C)C)C.[CH3:33][CH:34]1[CH2:39]CCN(C)[C:35]1([CH3:42])[CH3:41]>C1COCC1>[CH3:33][C:34]1([CH3:39])[C:35]([CH3:42])([CH3:41])[O:20][B:18](/[CH:17]=[C:6]2\[C:5]3[N:4]([CH:3]=[CH:2][CH:1]=3)[CH2:10][CH2:9][C:8]3[CH:11]=[CH:12][CH:13]=[CH:14][C:7]\2=3)[O:19]1. Procedure: Add one equiv of 5,6-dihydro-benzo[d]pyrrolo[1,2-a]azepin-11-one (prepared as described in Y. Girard, J. G. Atkinson, P. C. Belanger, J. J. Fuentes, J. Rokach, C. S. Rooney, D. C. Remy, C. A. Hunt J. Org. Chem. 1983, 48, 3220) in THF to a solution of 2.5 equiv of pinicol lithio(trimethylsilyl)methaneboronate (as described in D. S. Matteson, D. Majumder Organometallics 1983, 2, 230), 1 equiv TMEDA, 2.5 equiv of tetramethylpiperidine (TMP), and THF at −78° C. Allow the solution to warm to room tem...